This data is from the Open Reaction Database (ORD), a public repository of structured organic reaction records. The task is: describe an organic reaction: reactants, conditions, products, and yield The reactants are N([C@@H](CCCNC(N)=N)C(=O)O)C(=O)OC(C)(C)C (Boc-Arg-OH), [Cs] (cesium), C(=O)(OC(C)(C)C)N[C@@H](CCCNC(N)=N)C(=O)O (Boc-arginine), C(C1=CC=CC=C1)Br (benzyl bromide), solution, C(=O)([O-])[O-].[Cs+].[Cs+] (Cs2CO3). Solvent: O (water), CO (methanol), O (Water), CN(C)C=O (DMF). Run at time 6 hour. Yields the product N[C@@H](CCCNC(N)=N)C(=O)OCC1=CC=CC=C1 (H-Arg-OBzl). RXN SMILES: [NH:1](C(OC(C)(C)C)=O)[C@H:2]([C:10]([OH:12])=[O:11])[CH2:3][CH2:4][CH2:5][NH:6][C:7](=[NH:9])[NH2:8].C([O-])([O-])=O.[Cs+].[Cs+].[Cs].[CH2:27](Br)[C:28]1[CH:33]=[CH:32][CH:31]=[CH:30][CH:29]=1>CO.O.CN(C=O)C>[NH2:1][C@H:2]([C:10]([O:12][CH2:27][C:28]1[CH:33]=[CH:32][CH:31]=[CH:30][CH:29]=1)=[O:11])[CH2:3][CH2:4][CH2:5][NH:6][C:7](=[NH:9])[NH2:8] |f:1.2.3,^1:25|. Procedure: Water (2 ml) was added to a solution of Boc-Arg-OH (2.5 mmol) in methanol (20 ml). The solution was neutralised with a 20% solution of Cs2CO3 in water and then evaporated in vacuo to dryness. Residual water was removed by repeated addition and evaporation of toluene. The solid cesium salt of Boc-arginine was treated with DMF (25 ml) and benzyl bromide (3 mmol) and stirred at room temperature for 6 h. The DMF was removed in vacuo and the product was dissolved in acetone and filtered. The filtrate... Reactants: N1=CC(=CC=C1)B(O)O (3-pyridine boronic acid), C([O-])([O-])=O.[Na+].[Na+] (sodium carbonate), FC1=C2C(C(=CNC2=C(C=C1)OCCC)I)=O (5-Fluoro-3-iodo-8-propoxy-1H-quinolin-4-one), O (water). Reagents/catalysts: C1=CC=C(C=C1)P([C-]2C=CC=C2)C3=CC=CC=C3.C1=CC=C(C=C1)P([C-]2C=CC=C2)C3=CC=CC=C3.Cl[Pd]Cl.[Fe+2].ClCCl (1,1′-bis(diphenylphosphino)ferrocene dichloro palladium(II) dichloromethane). Solvent: COCCOC (1,2-dimethoxyethane). Conditions: temperature 90 celsius, time 2 hour. Product: FC1=C2C(C(=CNC2=C(C=C1)OCCC)C=1C=NC=CC1)=O (5-fluoro-8-propoxy-3-pyridin-3-yl-1H-quinolin-4-one). Isolated yield 35.8%. Reaction SMILES: [F:1][C:2]1[CH:11]=[CH:10][C:9]([O:12][CH2:13][CH2:14][CH3:15])=[C:8]2[C:3]=1[C:4](=[O:17])[C:5](I)=[CH:6][NH:7]2.[N:18]1[CH:23]=[CH:22][CH:21]=[C:20](B(O)O)[CH:19]=1.C(=O)([O-])[O-].[Na+].[Na+].O>COCCOC.C1C=CC(P(C2C=CC=CC=2)[C-]2C=CC=C2)=CC=1.C1C=CC(P(C2C=CC=CC=2)[C-]2C=CC=C2)=CC=1.Cl[Pd]Cl.[Fe+2].ClCCl>[F:1][C:2]1[CH:11]=[CH:10][C:9]([O:12][CH2:13][CH2:14][CH3:15])=[C:8]2[C:3]=1[C:4](=[O:17])[C:5]([C:20]1[CH:19]=[N:18][CH:23]=[CH:22][CH:21]=1)=[CH:6][NH:7]2 |f:2.3.4,7.8.9.10.11|. Procedure details: 5-Fluoro-3-iodo-8-propoxy-1H-quinolin-4-one (600 mg, 1.73 mmol) was suspended in 1,2-dimethoxyethane (12 ml). 3-pyridine boronic acid (752 mg), 1,1′-bis(diphenylphosphino)ferrocene dichloro palladium(II)-dichloromethane complex (PdCl2(DPPF)) (76 mg, 0.093 mmol), and 2N sodium carbonate aqueous solution (2.54 ml) were added to the resulting suspension in that order. The mixture was stirred at 90° C. for 2 hours under a nitrogen atmosphere. After the reaction mixture was cooled to room temperature...